Dataset: the Open Reaction Database (ORD), a public repository of structured organic reaction records. Task: describe an organic reaction: reactants, conditions, products, and yield Reactants: [Li+].C[Si](C)(C)[N-][Si](C)(C)C (LiHMDS), FC(C1=CC=C(C=C1)C1=C(N=CO1)C#N)(F)F (5-(4-(trifluoromethyl)phenyl)oxazole-4-carbonitrile), ClC(C(Cl)(Cl)Cl)(Cl)Cl (hexachloroethane). The solvent is hexanes, O (water), C1CCOC1 (THF). Reaction conditions: time 8 hour. The product is ClC=1OC(=C(N1)C#N)C1=CC=C(C=C1)C(F)(F)F (2-chloro-5-(4-(trifluoromethyl)phenyl)oxazole-4-carbonitrile). Yield: 45.5%. RXN SMILES: [Li+].C[Si]([N-][Si](C)(C)C)(C)C.[F:11][C:12]([F:27])([F:26])[C:13]1[CH:18]=[CH:17][C:16]([C:19]2[O:23][CH:22]=[N:21][C:20]=2[C:24]#[N:25])=[CH:15][CH:14]=1.[Cl:28]C(Cl)(Cl)C(Cl)(Cl)Cl>C1COCC1.O>[Cl:28][C:22]1[O:23][C:19]([C:16]2[CH:15]=[CH:14][C:13]([C:12]([F:11])([F:26])[F:27])=[CH:18][CH:17]=2)=[C:20]([C:24]#[N:25])[N:21]=1 |f:0.1|. Procedure details: LiHMDS (1.0 M in THF, 4.5 mL, 4.5 mmol) was added dropwise to a solution of Example 56C (0.980 g, 4.11 mmol) in THF (13 mL) at −78° C. After 30 min solid hexachloroethane (0.974 g, 4.11 mmol) was added in one portion. The reaction was allowed to warm to room temperature while stirring overnight during which a solid formed. The mixture was diluted with hexanes and water, and filtered. The filtrate was diluted with EtOAc, and the phases separated. The organic phase was washed with water and brine,... Starting materials: C(C)(C)(C)OC(NC=1COCCC(N1)(C(F)(F)F)C1=C(C=CC(=C1)NC(=O)C1=NC=C(C=C1)C#N)F)=O ((5-{5-[(5-Cyano-pyridine-2-carbonyl)-amino]-2-fluoro-phenyl}-5-trifluoromethyl-2,5,6,7-tetrahydro-[1,4]oxazepin-3-yl)-carbamic acid tert-butyl ester), ClCCl (dichloromethane). Run in FC(C(=O)O)(F)F (trifluoroacetic acid). Run at time 45 minute. The product is Cl.NC=1COCCC(N1)(C(F)(F)F)C=1C=C(C=CC1F)NC(=O)C1=NC=C(C=C1)C#N (5-Cyano-pyridine-2-carboxylic acid [3-(3-amino-5-trifluoromethyl-2,5,6,7-tetrahydro-[1,4]oxazepin-5-yl)-4-fluoro-phenyl]-amide hydrochloride). Reaction SMILES: C(OC(=O)[NH:7][C:8]1[CH2:9][O:10][CH2:11][CH2:12][C:13]([C:19]2[CH:24]=[C:23]([NH:25][C:26]([C:28]3[CH:33]=[CH:32][C:31]([C:34]#[N:35])=[CH:30][N:29]=3)=[O:27])[CH:22]=[CH:21][C:20]=2[F:36])([C:15]([F:18])([F:17])[F:16])[N:14]=1)(C)(C)C.[Cl:38]CCl>FC(F)(F)C(O)=O>[ClH:38].[NH2:7][C:8]1[CH2:9][O:10][CH2:11][CH2:12][C:13]([C:19]2[CH:24]=[C:23]([NH:25][C:26]([C:28]3[CH:33]=[CH:32][C:31]([C:34]#[N:35])=[CH:30][N:29]=3)=[O:27])[CH:22]=[CH:21][C:20]=2[F:36])([C:15]([F:18])([F:17])[F:16])[N:14]=1 |f:3.4|. Procedure: (5-{5-[(5-Cyano-pyridine-2-carbonyl)-amino]-2-fluoro-phenyl}-5-trifluoromethyl-2,5,6,7-tetrahydro-[1,4]oxazepin-3-yl)-carbamic acid tert-butyl ester (63.3, 0.121 mmol) was dissolved in 0.68 mL dichloromethane and 0.23 mL trifluoroacetic acid. The solution was stirred at for 45 minutes and then evaporated at room temperature. The residue was dissolved in EtOAc and extracted with saturated aqueous NaHCO3 solution. The layers were washed with brine and EtOAc. The combined organic layers were dried ... Starting materials: NN1C(C2=CC=CC=C2C(=N1)SC1=CC=CC=C1)=O (2-amino-4-(phenylthio)phthalazin-1(2H)-one), ClC1=CC=C(C=C1)CC(=O)Cl (2-(4-chlorophenyl)acetyl chloride). The product is ClC1=CC=C(C=C1)CC(=O)NN1C(C2=CC=CC=C2C(=N1)SC1=CC=CC=C1)=O (2-(4-chlorophenyl)-N-[1-oxo-4-(phenylsulfanyl)phthalazin-2(1H)-yl]acetamide). Reaction SMILES: [NH2:1][N:2]1[N:11]=[C:10]([S:12][C:13]2[CH:18]=[CH:17][CH:16]=[CH:15][CH:14]=2)[C:9]2[C:4](=[CH:5][CH:6]=[CH:7][CH:8]=2)[C:3]1=[O:19].[Cl:20][C:21]1[CH:26]=[CH:25][C:24]([CH2:27][C:28](Cl)=[O:29])=[CH:23][CH:22]=1>>[Cl:20][C:21]1[CH:26]=[CH:25][C:24]([CH2:27][C:28]([NH:1][N:2]2[N:11]=[C:10]([S:12][C:13]3[CH:14]=[CH:15][CH:16]=[CH:17][CH:18]=3)[C:9]3[C:4](=[CH:5][CH:6]=[CH:7][CH:8]=3)[C:3]2=[O:19])=[O:29])=[CH:23][CH:22]=1. Procedure details: The product from Example 57B and 2-(4-chlorophenyl)acetyl chloride were processed using a method similar to that described in Example 4C to afford the title compound. 1H NMR (400 MHz, DMSO-d6) δ 11.69 (s, 1H), 8.34 (dd, J=7.9, 1.1, 1H), 8.08 (d, J=7.4, 1H), 8.00 (td, J=7.7, 1.5, 1H), 7.94 (td, J=7.6, 1.3, 1H), 7.40 (d, J=8.8, 9H), 3.66 (s, 2H); MS (APCI+) M/Z 422 (M+H)+. The product is C(C)OC(=O)CNC1=C(C=C(C=C1C)C(C(Cl)(F)F)(C(Cl)(F)F)O)C (N-ETHOXYCARBONYLMETHYL-2,6-DIMETHYL-4-(TETRAFLUORO-1,3-DICHLORO-2-HYDROXY-2-PROPYL)ANILINE). The solvent is CC#N (CH3CN). As a reaction SMILES: [CH3:1][C:2]1[CH:8]=[C:7]([C:9]([OH:18])([C:14]([F:17])([F:16])[Cl:15])[C:10]([F:13])([F:12])[Cl:11])[CH:6]=[C:5]([CH3:19])[C:3]=1[NH2:4].Br[CH2:21][C:22]([O:24][CH2:25][CH3:26])=[O:23].[I-].[K+].C([O-])(O)=O.[Na+]>CC#N>[CH2:25]([O:24][C:22]([CH2:21][NH:4][C:3]1[C:2]([CH3:1])=[CH:8][C:7]([C:9]([OH:18])([C:10]([F:12])([F:13])[Cl:11])[C:14]([F:16])([F:17])[Cl:15])=[CH:6][C:5]=1[CH3:19])=[O:23])[CH3:26] |f:2.3,4.5|. The reactants are CC1=C(N)C(=CC(=C1)C(C(Cl)(F)F)(C(Cl)(F)F)O)C (2,6-dimethyl-4-(tetrafluoro-1,3-dichloro-2-hydroxy-2-propyl)aniline), C(=O)(O)[O-].[Na+] (NaHCO3), BrCC(=O)OCC (ethyl bromoacetate), [I-].[K+] (potassium iodide). Procedure details: Combine 2,6-dimethyl-4-(tetrafluoro-1,3-dichloro-2-hydroxy-2-propyl)aniline [Gilbert, et. al., J. Org. Chem., 30, 1001 (1965)] (26 g=0.08 mol) with ethyl bromoacetate (22 g=0.13 mol) and potassium iodide (22 g=0.13 mol) in 150 ml CH3CN. Heat to reflux and add NaHCO3 (13.4 g=0.16 mol). Heat at reflux 20 hours, allow to cool, pour onto water, and extract with Et2O. Wash the Et2O with 10% Na2CO3, then 1 N HCl. Dry over MgSO4 and filter. Add 4 N HCl/Et2O and dilute with an equal volume of hexane. De... Reaction SMILES: [Cl:1][CH2:2][C:3](=[O:11])/[C:4](=[N:8]/[O:9][CH3:10])/[C:5]([OH:7])=O.[NH2:12][CH:13]1[C:43](=[O:44])[N:15]2[C:16]([C:27]([O:29][CH:30]([C:37]3[CH:42]=[CH:41][CH:40]=[CH:39][CH:38]=3)[C:31]3[CH:36]=[CH:35][CH:34]=[CH:33][CH:32]=3)=[O:28])=[C:17]([CH2:20][S:21][C:22]3[S:26][N:25]=[N:24][CH:23]=3)[CH2:18][S:19][C@H:14]12.C(OC(N1C2C(=CC=CC=2)C=CC1OCC)=O)C>C(Cl)Cl>[Cl:1][CH2:2][C:3](=[O:11])/[C:4](=[N:8]/[O:9][CH3:10])/[C:5]([NH:12][C@@H:13]1[C:43](=[O:44])[N:15]2[C:16]([C:27]([O:29][CH:30]([C:31]3[CH:36]=[CH:35][CH:34]=[CH:33][CH:32]=3)[C:37]3[CH:42]=[CH:41][CH:40]=[CH:39][CH:38]=3)=[O:28])=[C:17]([CH2:20][S:21][C:22]3[S:26][N:25]=[N:24][CH:23]=3)[CH2:18][S:19][C@H:14]12)=[O:7]. The product is ClCC(/C(/C(=O)N[C@H]1[C@@H]2N(C(=C(CS2)CSC2=CN=NS2)C(=O)OC(C2=CC=CC=C2)C2=CC=CC=C2)C1=O)=N/OC)=O (Diphenylmethyl 7β-[4-chloro-2-(Z)-methoxyimino-3-oxobutyramido]-3-[(1,2,3-thiadiazol-5-yl)thiomethyl]ceph-3-em-4-carboxylate). Solvent: C(Cl)Cl (methylene chloride). Procedure: A solution of 4-chloro-2-(Z)-methoxyimino-3-oxo-butanoic acid (4.05 g, 22.6 mmol.), diphenylmethyl 7-amino-3-[(1,2,3-thiadiazol-5-yl)thiomethyl]ceph-3-em-4-carboxylate (11.2 g, 22.6 mmol.) and 1-ethoxycarbonyl-2-ethoxy-1,2-dihydroquinoline (5.58 g, 22.6 mmol.) in 200 ml of methylene chloride was stirred at room temperature for 3 hours. The solution was evaporated to dryness at reduced pressure and the residue was taken up in 150 ml of ethyl acetate which was extracted with 50 ml aliquots of 1N h... The reactants are ClCC(/C(/C(=O)O)=N/OC)=O (4-chloro-2-(Z)-methoxyimino-3-oxo-butanoic acid), NC1[C@@H]2N(C(=C(CS2)CSC2=CN=NS2)C(=O)OC(C2=CC=CC=C2)C2=CC=CC=C2)C1=O (diphenylmethyl 7-amino-3-[(1,2,3-thiadiazol-5-yl)thiomethyl]ceph-3-em-4-carboxylate), C(C)OC(=O)N1C(C=CC2=CC=CC=C12)OCC (1-ethoxycarbonyl-2-ethoxy-1,2-dihydroquinoline). Yield: 22.5%. Reactants: FC1=CC=CC2=C1N(C(=N2)C(=O)N([C@@H]2CN(C[C@@H](C2)C2=NN=CN2)C(=O)OC(C)(C)C)CC(C)C)CCCCOC (tert-Butyl (3S,5R)-3-{{{7-fluoro-1-(4-methoxybutyl)-1H-benzimidazol-2-yl}carbonyl}(2-methylpropyl)amino}-5-(4H-1,2,4-triazol-3-yl)piperidine-1-carboxylate), C(C)(=O)OCC.Cl (hydrogen chloride-ethyl acetate). Run at time 12 hour. The product is Cl.Cl.FC1=CC=CC2=C1N(C(=N2)C(=O)N([C@@H]2CNC[C@@H](C2)C2=NN=CN2)CC(C)C)CCCCOC (7-fluoro-1-(4-methoxybutyl)-N-(2-methylpropyl)-N-{(3S,5R)-5-(4H-1,2,4-triazol-3-yl)piperidin-3-yl}-1H-benzimidazole-2-carboxamide dihydrochloride). Reaction SMILES: [F:1][C:2]1[C:7]2[N:8]([CH2:36][CH2:37][CH2:38][CH2:39][O:40][CH3:41])[C:9]([C:11]([N:13]([CH2:32][CH:33]([CH3:35])[CH3:34])[C@H:14]3[CH2:19][C@@H:18]([C:20]4[NH:24][CH:23]=[N:22][N:21]=4)[CH2:17][N:16](C(OC(C)(C)C)=O)[CH2:15]3)=[O:12])=[N:10][C:6]=2[CH:5]=[CH:4][CH:3]=1.C(OCC)(=O)C.[ClH:48]>>[ClH:48].[ClH:48].[F:1][C:2]1[C:7]2[N:8]([CH2:36][CH2:37][CH2:38][CH2:39][O:40][CH3:41])[C:9]([C:11]([N:13]([CH2:32][CH:33]([CH3:34])[CH3:35])[C@H:14]3[CH2:19][C@@H:18]([C:20]4[NH:24][CH:23]=[N:22][N:21]=4)[CH2:17][NH:16][CH2:15]3)=[O:12])=[N:10][C:6]=2[CH:5]=[CH:4][CH:3]=1 |f:1.2,3.4.5|. Reported procedure: tert-Butyl (3S,5R)-3-{{{7-fluoro-1-(4-methoxybutyl)-1H-benzimidazol-2-yl}carbonyl}(2-methylpropyl)amino}-5-(4H-1,2,4-triazol-3-yl)piperidine-1-carboxylate (130 mg) was dissolved in 2M hydrogen chloride-ethyl acetate (3 ml), and the mixture was stirred at room temperature for 12 hr. The reaction mixture was concentrated to give the object product (91 mg). Starting materials: COC(=O)C1CC(F)(F)CN1C(=O)OC(C)(C)C, C1CCOC1, CCOC(C)=O, [Li+], [OH-]. Product: CC(C)(C)OC(=O)N1CC(F)(F)CC1C(=O)O. RXN SMILES: [C:1]([CH3:2])([CH3:3])([CH3:4])[O:5][C:6](=[O:7])[N:8]1[CH:9]([C:15](=[O:16])[O:17][CH3:18])[CH2:10][C:11]([F:13])([F:14])[CH2:12]1.[CH2:21]1[O:22][CH2:23][CH2:24][CH2:25]1.[CH3:26][CH2:27][O:28][C:29](=[O:30])[CH3:31].[Li+:19].[OH-:20]>>[C:1]([CH3:2])([CH3:3])([CH3:4])[O:5][C:6](=[O:7])[N:8]1[CH:9]([C:15](=[O:16])[OH:17])[CH2:10][C:11]([F:13])([F:14])[CH2:12]1. Reactants: [OH-].[Na+] (NaOH), COC(CNC(=O)C=1NC2=CC=C(C=C2C1)Cl)=O ([(5-chloro-1H-indole-2-carbonyl)-amino]-acetic acid methyl ester), Cl (HCl). Run in C1CCOC1 (THF). Run at temperature 25 celsius, time 18 hour. Product: ClC=1C=C2C=C(NC2=CC1)C(=O)NCC(=O)O ([(5-Chloro-1H-indole-2-carbonyl)-amino]-acetic acid). As a reaction SMILES: [OH-].[Na+].C[O:4][C:5](=[O:20])[CH2:6][NH:7][C:8]([C:10]1[NH:11][C:12]2[C:17]([CH:18]=1)=[CH:16][C:15]([Cl:19])=[CH:14][CH:13]=2)=[O:9].Cl>C1COCC1>[Cl:19][C:15]1[CH:16]=[C:17]2[C:12](=[CH:13][CH:14]=1)[NH:11][C:10]([C:8]([NH:7][CH2:6][C:5]([OH:20])=[O:4])=[O:9])=[CH:18]2 |f:0.1|. Procedure: 1N NaOH (35 ml) was added to a suspension of [(5-chloro-1H-indole-2-carbonyl)-amino]-acetic acid methyl ester (8.0 g, 30 mmol) in THF (100 ml) and the resulting mixture stirred for 18 hours at 25° C. The solution was acidified with 6N HCl (7 mL), the mixture concentrated, the solids suspended in water, filtered, and washed with water (7.42 g, 98%): HPLC (60/40) 2.89 minutes (100 %;) The reactants are Cl.C(C1=CC=CC=C1)ONC(C(C(C)C)N(S(=O)(=O)C1=CC=C(C=C1)OC)CCC(=O)N1CCN(CC1)CCO)=O (N-benzyloxy-2-[{3-[4-(2-hydroxyethyl)piperazin-1-yl]-3-oxopropyl}-(4-methoxybenzenesulfonyl)amino]-3-methylbutyramide hydrochloride), [H][H] (hydrogen). Reagents/catalysts: [Pd] (palladium on barium sulfate). Solvent: CO (methanol). Yields the product ONC(C(C(C)C)N(S(=O)(=O)C1=CC=C(C=C1)OC)CCC(=O)N1CCN(CC1)CCO)=O (N-hydroxy-2-[{3-[4-(2-hydroxyethyl)piperazin-1-yl]-3-oxopropyl}-(4-methoxybenzenesulfonyl)amino]-3-methyl-butyramide). Procedure: To a solution of N-benzyloxy-2-[{3-[4-(2-hydroxyethyl)piperazin-1-yl]-3-oxopropyl}-(4-methoxybenzenesulfonyl)amino]-3-methylbutyramide hydrochloride (0.39 grams, 0.63 mmol) in methanol (30 mL) was added 5% palladium on barium sulfate (0.19 grams). The mixture was agitated under 3 atmospheres hydrogen in a Parr shaker for 2.25 hours. The catalyst was removed by filtration through nylon (pore size 0.45 μm) and the solvent was evaporated to a tan foam which was chromatographed on silica gel eluting... RXN SMILES: Cl.C([O:9][NH:10][C:11](=[O:41])[CH:12]([N:16]([CH2:28][CH2:29][C:30]([N:32]1[CH2:37][CH2:36][N:35]([CH2:38][CH2:39][OH:40])[CH2:34][CH2:33]1)=[O:31])[S:17]([C:20]1[CH:25]=[CH:24][C:23]([O:26][CH3:27])=[CH:22][CH:21]=1)(=[O:19])=[O:18])[CH:13]([CH3:15])[CH3:14])C1C=CC=CC=1.[H][H]>CO.[Pd]>[OH:9][NH:10][C:11](=[O:41])[CH:12]([N:16]([CH2:28][CH2:29][C:30]([N:32]1[CH2:33][CH2:34][N:35]([CH2:38][CH2:39][OH:40])[CH2:36][CH2:37]1)=[O:31])[S:17]([C:20]1[CH:25]=[CH:24][C:23]([O:26][CH3:27])=[CH:22][CH:21]=1)(=[O:19])=[O:18])[CH:13]([CH3:15])[CH3:14] |f:0.1|.